This data is from the Open Reaction Database (ORD), a public repository of structured organic reaction records. The task is: describe an organic reaction: reactants, conditions, products, and yield Reactants: CCOC(=O)CBr, CC(=O)C=CCCc1ccccc1OCc1ccccc1, [Zn]. The product is CCOC(=O)CC(C)(O)C=CCCc1ccccc1OCc1ccccc1. RXN SMILES: [Br:22][CH2:23][C:24](=[O:25])[O:26][CH2:27][CH3:28].[CH2:1]([c:2]1[cH:3][cH:4][cH:5][cH:6][cH:7]1)[O:8][c:9]1[c:10]([CH2:15][CH2:16][CH:17]=[CH:18][C:19]([CH3:20])=[O:21])[cH:11][cH:12][cH:13][cH:14]1.[Zn:29]>>[CH2:1]([c:2]1[cH:3][cH:4][cH:5][cH:6][cH:7]1)[O:8][c:9]1[c:10]([CH2:15][CH2:16][CH:17]=[CH:18][C:19]([CH3:20])([OH:21])[CH2:23][C:24](=[O:25])[O:26][CH2:27][CH3:28])[cH:11][cH:12][cH:13][cH:14]1. The reactants are CCCC[N+](CCCC)(CCCC)CCCC.[F-] (TBAF), C(C)[Si](CC)(CC)C#CC1=NC=CC=C1CC(=O)OC (methyl 2-(2-((triethylsilyl)ethynyl)pyridin-3-yl)acetate), CCOC(=O)C (EtOAc). Solvent: C(=O)(O)[O-].[Na+] (NaHCO3), C1CCOC1 (THF). Run at temperature 0 celsius, time 2 minute. Yields the product C(#C)C1=NC=CC=C1CC(=O)OC (Methyl 2-(2-ethynylpyridin-3-yl)acetate). As a reaction SMILES: CCCC[N+](CCCC)(CCCC)CCCC.[F-].C([Si]([C:26]#[C:27][C:28]1[C:33]([CH2:34][C:35]([O:37][CH3:38])=[O:36])=[CH:32][CH:31]=[CH:30][N:29]=1)(CC)CC)C.CCOC(C)=O>C1COCC1.C([O-])(O)=O.[Na+]>[C:27]([C:28]1[C:33]([CH2:34][C:35]([O:37][CH3:38])=[O:36])=[CH:32][CH:31]=[CH:30][N:29]=1)#[CH:26] |f:0.1,5.6|. Reported procedure: A solution of TBAF (1 M solution in THF; 0.207 mL, 0.207 mmol) was added to a solution of methyl 2-(2-((triethylsilyl)ethynyl)pyridin-3-yl)acetate (I119) (50.0 mg, 0.173 mmol) in THF (2 mL) at 0° C. The reaction was stirred for 2 minutes at 0° C. then diluted with saturated NaHCO3 (20 mL). EtOAc (20 mL) was then added and the layers separated. The aqueous layer was extracted with EtOAc (2×20 mL) then the combined organic layers were washed with water 20 mL), brine (20 mL) and dried over Na2SO4. ...